This data is from the Open Reaction Database (ORD), a public repository of structured organic reaction records. The task is: describe an organic reaction: reactants, conditions, products, and yield Product: COc1c2n(c(=O)n(C(C)C)c1=O)CCNC2=O. Reactants: C[Si](C)(C)C=[N+]=[N-], CO, CC(C)n1c(=O)c(O)c2n(c1=O)CCNC2=O. Reaction SMILES: [CH3:18][Si:19]([CH:20]=[N+:21]=[N-:22])([CH3:23])[CH3:24].[CH3:25][OH:26].[OH:1][c:2]1[c:3]2[n:4]([c:5](=[O:12])[n:6]([CH:9]([CH3:10])[CH3:11])[c:7]1=[O:8])[CH2:13][CH2:14][NH:15][C:16]2=[O:17]>>[O:1]([c:2]1[c:3]2[n:4]([c:5](=[O:12])[n:6]([CH:9]([CH3:10])[CH3:11])[c:7]1=[O:8])[CH2:13][CH2:14][NH:15][C:16]2=[O:17])[CH3:18]. Reactants: N1=CC=CC2=CC=C3C=CC=NC3=C12 (1,10-phenanthroline), [I-].[I-].[Sm+2] (samarium diiodide), ketone, C(C)C(=O)C (methyl ethyl ketone). Solvent: O1CCCC1 (tetrahydrofuran), O1CCCC1 (THF). Reaction conditions: temperature 25 celsius, time 12 hour. The product is OC(CC)(C)C1=NC2=C3N=CC=CC3=CC=C2C=C1 (racemic 2-[(1-hydroxy-1-methylpropyl)]-1,10-phenanthroline). As a reaction SMILES: [N:1]1[C:14]2[C:5](=[CH:6][CH:7]=[C:8]3[C:13]=2[N:12]=[CH:11][CH:10]=[CH:9]3)[CH:4]=[CH:3][CH:2]=1.[I-].[I-].[Sm+2].[CH2:18]([C:20]([CH3:22])=[O:21])[CH3:19]>O1CCCC1>[OH:21][C:20]([C:2]1[CH:3]=[CH:4][C:5]2[C:14](=[C:13]3[C:8](=[CH:7][CH:6]=2)[CH:9]=[CH:10][CH:11]=[N:12]3)[N:1]=1)([CH3:22])[CH2:18][CH3:19] |f:1.2.3|. Procedure details: An embodiment of the process comprises mixing a stirred solution of 1,10-phenanthroline in tetrahydrofuran (THF) with a solution of the lanthanideII, samarium diiodide, in THF at a temperature of about 25° C. To the mixed solutions is added a solution of the ketone, methyl ethyl ketone, and the reaction mixture is stirred at about 25° C. for about 12 hours. The reaction is then quenched by the addition of a saturated aqueous solution of ammonium chloride and the mixture extracted with methylene ... The reactants are [Cl-].[Na+] (sodium chloride), S1C(=CC2=C1C=CC=C2)C=O (2-benzothiophenecarboxaldehyde), CC1(OC(=CC1=O)C)C (2,2,5-trimethyl-3(2H)-furanone), [OH-].[Na+] (sodium hydroxide). The solvent is C(C)O (ethanol). Conditions: time 1 day. The product is S1C2=C(C=C1C=CC1=CC(C(O1)(C)C)=O)C=CC=C2 (5-[2-(Benzo[b]thien-2-yl)ethenyl]-2,2-dimethyl-3(2H)-furanone). The yield is 88.0%. RXN SMILES: [S:1]1[C:5]2[CH:6]=[CH:7][CH:8]=[CH:9][C:4]=2[CH:3]=[C:2]1[CH:10]=O.[CH3:12][C:13]1([CH3:20])[C:17](=[O:18])[CH:16]=[C:15]([CH3:19])[O:14]1.[OH-].[Na+].[Cl-].[Na+]>C(O)C>[S:1]1[C:2]([CH:10]=[CH:19][C:15]2[O:14][C:13]([CH3:20])([CH3:12])[C:17](=[O:18])[CH:16]=2)=[CH:3][C:4]2[CH:9]=[CH:8][CH:7]=[CH:6][C:5]1=2 |f:2.3,4.5|. Procedure: To a solution of 2-benzothiophenecarboxaldehyde (1.5 g, 9.2 mM) and 2,2,5-trimethyl-3(2H)-furanone (1.6 g, 9.2 mm) in ethanol (100 mL), was added 1 N aqueous sodium hydroxide (1.2 mL, 1.2 mM). After the reaction solution was stirred at room temperature for one day, saturated aqueous sodium chloride (400 mL) was added. The aqueous layer was extracted with diethyl ether (3×100 mL). The combined ethereal extracts were washed with saturated aqueous sodium chloride (50 mL), dried over MgSO4, filtered... The reactants are [N+](=O)([O-])C1=C(C=CC=C1)N=C=O (2-Nitrophenyl isocyanate), BrC=1C=C(N)C=CC1OCC (3-Bromo-4-ethoxyaniline), CCCCCC (Hexane). Solvent: C1(=CC=CC=C1)C (toluene). Reaction conditions: temperature 20 celsius, time 30 minute. Yields the product [N+](=O)([O-])C1=C(C=CC=C1)NC(=O)NC1=CC(=C(C=C1)OCC)Br (N-(2-Nitrophenyl)-N'-(3-bromo-4-ethoxyphenyl)-urea). Reaction SMILES: [N+:1]([C:4]1[CH:9]=[CH:8][CH:7]=[CH:6][C:5]=1[N:10]=[C:11]=[O:12])([O-:3])=[O:2].[Br:13][C:14]1[CH:15]=[C:16]([CH:18]=[CH:19][C:20]=1[O:21][CH2:22][CH3:23])[NH2:17].CCCCCC>C1(C)C=CC=CC=1>[N+:1]([C:4]1[CH:9]=[CH:8][CH:7]=[CH:6][C:5]=1[NH:10][C:11]([NH:17][C:16]1[CH:18]=[CH:19][C:20]([O:21][CH2:22][CH3:23])=[C:14]([Br:13])[CH:15]=1)=[O:12])([O-:3])=[O:2]. Reported procedure: To a solution of 2-Nitrophenyl isocyanate (3.34 g) in 100 mL of toluene was added 3-Bromo-4-ethoxyaniline (3.1 g). The mixture was stirred at 20° C. for 30 min. Hexane (300 mL) was added and the resulting solid was filtered and dried to yield N-(2-Nitrophenyl)-N'-(3-bromo-4-ethoxyphenyl)-urea as a light yellow solid.